This data is from the Open Reaction Database (ORD), a public repository of structured organic reaction records. The task is: describe an organic reaction: reactants, conditions, products, and yield RXN SMILES: [Br:1][c:2]1[cH:3][c:4]2[c:12]([cH:13][cH:14]1)-[c:11]1[c:6]([cH:7][cH:8][cH:9][cH:10]1)[CH2:5]2.[CH2:22]([N+:23]([CH2:24][CH2:25][CH2:26][CH3:27])([CH2:28][CH2:29][CH2:30][CH3:31])[CH2:32][CH2:33][CH2:34][CH3:35])[CH2:36][CH2:37][CH3:38].[CH3:39][C:40](=[O:41])[OH:42].[OH-:21].[cH:15]1[cH:16][cH:17][n:18][cH:19][cH:20]1>>[Br:1][c:2]1[cH:3][c:4]2[c:12]([cH:13][cH:14]1)-[c:11]1[c:6]([cH:7][cH:8][cH:9][cH:10]1)[C:5]2=[O:21]. Reactants: Brc1ccc2c(c1)Cc1ccccc1-2, CCCC[N+](CCCC)(CCCC)CCCC, CC(=O)O, [OH-], c1ccncc1. The product is O=C1c2ccccc2-c2ccc(Br)cc21. Reactants: COC=1C=C(C=CC1OC)C=1C(NC=NC1)=O (5-(3,4-Dimethoxyphenyl)-4(3H)-pyrimidinone), Br (hydrogen bromide). The product is Br.OC=1C=C(C=CC1O)C=1C(NC=NC1)=O (5-(3,4-dihydroxyphenyl)-4(3H)-pyrimidinone hydrobromide). RXN SMILES: C[O:2][C:3]1[CH:4]=[C:5]([C:11]2[C:12](=[O:17])[NH:13][CH:14]=[N:15][CH:16]=2)[CH:6]=[CH:7][C:8]=1[O:9]C.[BrH:18]>>[BrH:18].[OH:2][C:3]1[CH:4]=[C:5]([C:11]2[C:12](=[O:17])[NH:13][CH:14]=[N:15][CH:16]=2)[CH:6]=[CH:7][C:8]=1[OH:9] |f:2.3|. Procedure: 5-(3,4-Dimethoxyphenyl)-4(3H)-pyrimidinone (9.28 g) (40 mmol) are refluxed in 300 ml of 48% aqueous hydrogen bromide solution for 48 hours. The suspension obtained is suction filtered, the filter material is taken up in water and the product is precipitated by the addition of sodium hydrogen carbonate. The precipitate is filtered off, washed with water and dried at room temperature. There are obtained 8.3 g of 5-(3,4-dihydroxyphenyl)-4(3H)-pyrimidinone hydrobromide as a beige powder. M.p.>270° C... Starting materials: S1C(=CC=C1)C=1N=C(OC1C=1SC=CC1)CCC=1C=C(OCC(=O)OC)C=CC1 (methyl [3-[2-[4,5-di(2-thienyl)-2-oxazolyl]ethyl]phenoxy]acetate), [OH-].[Na+] (sodium hydroxide). Product: S1C(=CC=C1)C=1N=C(OC1C=1SC=CC1)CCC=1C=C(OCC(=O)O)C=CC1 (3-[2-[4,5-Di(2-thienyl)-2-oxazolyl]ethyl]phenoxyacetic Acid). As a reaction SMILES: [S:1]1[CH:5]=[CH:4][CH:3]=[C:2]1[C:6]1[N:7]=[C:8]([CH2:16][CH2:17][C:18]2[CH:19]=[C:20]([CH:27]=[CH:28][CH:29]=2)[O:21][CH2:22][C:23]([O:25]C)=[O:24])[O:9][C:10]=1[C:11]1[S:12][CH:13]=[CH:14][CH:15]=1.[OH-].[Na+]>>[S:1]1[CH:5]=[CH:4][CH:3]=[C:2]1[C:6]1[N:7]=[C:8]([CH2:16][CH2:17][C:18]2[CH:19]=[C:20]([CH:27]=[CH:28][CH:29]=2)[O:21][CH2:22][C:23]([OH:25])=[O:24])[O:9][C:10]=1[C:11]1[S:12][CH:13]=[CH:14][CH:15]=1 |f:1.2|. Reported procedure: Hydrolysis of methyl [3-[2-[4,5-di(2-thienyl)-2-oxazolyl]ethyl]phenoxy]acetate with aqueous sodium hydroxide provided the hydrated title compound, m.p. 105.5°-107° C. The reactants are C(C)OC(C1=CC=C(C=C1)C#CC1=CC=2C(CCC(C2C=C1)NC1CC1)(C)C)=O (4-(5-cyclopropylamino-8,8-dimethyl-5,6,7,8-tetrahydro-naphthalene-2-ylethynyl)-benzoic acid ethyl ester), C(C)OC(C1=CC=C(C=C1)C#CC1=CC=2C(CCC(C2C=C1)NC1CC1)(C)C)=O (4-(5-cyclopropylamino-8,8-dimethyl-5,6,7,8-tetrahydro-naphthalene-2-ylethynyl)-benzoic acid ethyl ester), BrC=1C=C2C(CC(OC2=C(C1)C=O)(C)C)(C)C (6-bromo-2,2,4,4-tetramethyl chroman-8-carbaldehyde), BrC=1C=C2C(CC(OC2=C(C1)C=O)(C)C)(C)C (6-bromo-2,2,4,4-tetramethyl chroman-8-carbaldehyde). Run in CCCCCC (hexane). The product is BrC=1C=C2C(CC(OC2=C(C1)C=C)(C)C)(C)C (6-Bromo-8-vinyl-2,2,4,4-tetramethyl-chroman). Isolated yield 71.6%. As a reaction SMILES: [CH2:1](OC(=O)C1C=CC(C#CC2C=CC3C(NC4CC4)CCC(C)(C)C=3C=2)=CC=1)C.[Br:30][C:31]1[CH:32]=[C:33]2[C:38](=[C:39]([CH:41]=O)[CH:40]=1)[O:37][C:36]([CH3:44])([CH3:43])[CH2:35][C:34]2([CH3:46])[CH3:45]>CCCCCC>[Br:30][C:31]1[CH:32]=[C:33]2[C:38](=[C:39]([CH:41]=[CH2:1])[CH:40]=1)[O:37][C:36]([CH3:44])([CH3:43])[CH2:35][C:34]2([CH3:46])[CH3:45]. Reported procedure: A solution of methylidene triphenyl phosphorane [generated from methyl triphenylphosphonium bromide (7 g, 20 mmol) and (11.8 mL, 19 mmol) of a 1 .6M solution of n-butyl lithium in hexanes] was added 6-bromo-2,2,4,4-tetramethyl chroman-8-carbaldehyde (Intermediate 30, 0.52 g, 1.75 mmol). After 1 h the reaction mixture was diluted with hexane, washed with brine (×1), dried over anhydrous sodium sulfate, filtered and evaporated in vacuo to a clear oil which was subjected to flash column chromatogra... Starting materials: C(C)(=O)NC1=CC=C(C=C1)O (4-acetamidophenol), BrC(CC)Cl (bromochloropropane), C([O-])([O-])=O.[K+].[K+] (potassium carbonate). Run in CC(=O)C (acetone), CC(=O)C (acetone), C(Cl)(Cl)Cl (chloroform), CC(=O)C (acetone). Yields the product ClCCCOC1=CC=C(C=C1)NC(C)=O (N-[4-(3-Chloropropoxy)phenyl]acetamide). Isolated yield 23.0%. Reaction SMILES: [C:1]([NH:4][C:5]1[CH:10]=[CH:9][C:8]([OH:11])=[CH:7][CH:6]=1)(=[O:3])[CH3:2].Br[CH:13]([Cl:16])[CH2:14][CH3:15].C(=O)([O-])[O-].[K+].[K+]>CC(C)=O.C(Cl)(Cl)Cl>[Cl:16][CH2:13][CH2:14][CH2:15][O:11][C:8]1[CH:9]=[CH:10][C:5]([NH:4][C:1](=[O:3])[CH3:2])=[CH:6][CH:7]=1 |f:2.3.4|. Reported procedure: A mixture of 4-acetamidophenol (182.2 g, 1.2 moles), bromochloropropane (157.4 g, 1.0 mole), and potassium carbonate (145.0 g, 1.05 moles) was refluxed overnight in 700 ml of acetone. The acetone solution formed white crystals after being placed in a refrigerator overnight. The solution was filtered and the crystals washed with acetone. The filtrate was stripped to dryness, and the residue dissolved in chloroform and extracted with a 5% sodium hydroxide solution. Removal of the chloroform gave a... The reactants are CN=C=O, C1CCOC1, c1ccc(N2CCN(CCOc3ccccc3C3NCCS3)CC2)cc1. The product is CNC(=O)N1CCSC1c1ccccc1OCCN1CCN(c2ccccc2)CC1. RXN SMILES: [CH3:27][N:28]=[C:29]=[O:30].[O:31]1[CH2:32][CH2:33][CH2:34][CH2:35]1.[c:1]1([N:7]2[CH2:8][CH2:9][N:10]([CH2:13][CH2:14][O:15][c:16]3[c:17]([CH:22]4[S:23][CH2:24][CH2:25][NH:26]4)[cH:18][cH:19][cH:20][cH:21]3)[CH2:11][CH2:12]2)[cH:2][cH:3][cH:4][cH:5][cH:6]1>>[c:1]1([N:7]2[CH2:8][CH2:9][N:10]([CH2:13][CH2:14][O:15][c:16]3[c:17]([CH:22]4[S:23][CH2:24][CH2:25][N:26]4[C:29]([NH:28][CH3:27])=[O:30])[cH:18][cH:19][cH:20][cH:21]3)[CH2:11][CH2:12]2)[cH:2][cH:3][cH:4][cH:5][cH:6]1. Reactants: CC1=CC=2C(=NC=CC2)N1 (2-methylpyrrolo[2,3-b]pyridine), [S-]C#N.[Na+] (sodium thiocyanate), BrBr (bromine). Solvent: C(C)(=O)O (acetic acid), C(C)(=O)O (acetic acid). Reaction conditions: temperature 5 celsius, time 30 minute. Product: S(C#N)C1=C(NC2=NC=CC=C21)C (3-thiocyano-2-methylpyrrolo[2,3-b]pyridine). RXN SMILES: [CH3:1][C:2]1[NH:10][C:5]2=[N:6][CH:7]=[CH:8][CH:9]=[C:4]2[CH:3]=1.[S-:11][C:12]#[N:13].[Na+].BrBr>C(O)(=O)C>[S:11]([C:3]1[C:4]2[C:5](=[N:6][CH:7]=[CH:8][CH:9]=2)[NH:10][C:2]=1[CH3:1])[C:12]#[N:13] |f:1.2|. Procedure: To a solution of 300 mg (2.36 mmol) of 2-methylpyrrolo[2,3-b]pyridine and 920 mg (11.3 mmol) of sodium thiocyanate in 5 ml acetic acid was added 450 mg (2.8 mmol) bromine in 1 ml acetic acid at 5° C. The reaction mixture was stirred for 30 min at 5° C. and thereafter for 16 h at room temperature. The solid was filtered off. To the filtrate was added 20 ml water. The precipitated product was filtered off and washed with water giving 160 mg (37%) of the title compound.